This data is from the Open Reaction Database (ORD), a public repository of structured organic reaction records. The task is: describe an organic reaction: reactants, conditions, products, and yield The reactants are C(C)(=O)SC(C(=O)OCC)CC(C1=CC=CC=C1)=O (ethyl 2-acetylthio-3-benzoylpropionate), S(O)(O)(=O)=O (sulfuric acid). Run in C(C)O (ethanol). Conditions: time 4 hour. Yields the product C(C1=CC=CC=C1)(=O)CC(C(=O)OCC)S (ethyl 3-benzoyl-2-mercaptopropionate). Isolated yield 68.1%. RXN SMILES: C([S:4][CH:5]([CH2:11][C:12](=[O:19])[C:13]1[CH:18]=[CH:17][CH:16]=[CH:15][CH:14]=1)[C:6]([O:8][CH2:9][CH3:10])=[O:7])(=O)C.S(=O)(=O)(O)O>C(O)C>[C:12]([CH2:11][CH:5]([SH:4])[C:6]([O:8][CH2:9][CH3:10])=[O:7])(=[O:19])[C:13]1[CH:18]=[CH:17][CH:16]=[CH:15][CH:14]=1. Reported procedure: To a solution of 2.80 g of ethyl 2-acetylthio-3-benzoylpropionate in 30 ml of ethanol was added 4 ml of 10N sulfuric acid, and the mixture was refluxed at heating with stirring for 4 hours. The ethanol was removed from the mixture by evaporation under redused pressure, and diethyl ether was added to the residue. The mixture was washed with water and dried over magnesium sulfate. The diethyl ether was removed from the mixture by evaporation, and the residue was purified by silica gel column chrom...